From a dataset of the Open Reaction Database (ORD), a public repository of structured organic reaction records. describe an organic reaction: reactants, conditions, products, and yield Procedure details: A solution of 4-(5-trifluoromethyl-tetrazol-1-yl)-phenol (45 mmol) in trifluoroacetic acid (200 ml) and hexamethylenetetramine (186.9 mmol) was heated at 100° under nitrogen for 16 h. The reaction mixture was quenched with 2N sulphuric acid (250 ml) and extracted with ether (3×250 ml)). The combined organics were dried (Na2SO4) and evaporated to give a dark yellow oil. Purification by FCC (hexane/ether (2:1)) afforded the title compound (8.8 g) as a pale yellow solid. Product: OC1=C(C=O)C=C(C=C1)N1N=NN=C1C(F)(F)F (2-Hydroxy-5-(5-trifluoromethyl-tetrazol-1-yl)-benzaldehyde). Reaction SMILES: [F:1][C:2]([F:16])([F:15])[C:3]1[N:7]([C:8]2[CH:13]=[CH:12][C:11]([OH:14])=[CH:10][CH:9]=2)[N:6]=[N:5][N:4]=1.C1N2CN3CN(C2)CN1C3.FC(F)(F)[C:29](O)=[O:30]>>[OH:14][C:11]1[CH:10]=[CH:9][C:8]([N:7]2[C:3]([C:2]([F:1])([F:15])[F:16])=[N:4][N:5]=[N:6]2)=[CH:13][C:12]=1[CH:29]=[O:30]. Starting materials: FC(C1=NN=NN1C1=CC=C(C=C1)O)(F)F (4-(5-trifluoromethyl-tetrazol-1-yl)-phenol), C1N2CN3CN1CN(C2)C3 (hexamethylenetetramine), FC(C(=O)O)(F)F (trifluoroacetic acid). The reactants are compound 5, ClC=1C=NNC1C=1C=C(C(=O)O)C=CC1C (3-(4-chloro-1H-pyrazol-5-yl)-4-methylbenzoic acid), ClC=1C=NNC1C=1C=C(C(=O)O)C=CC1C (3-(4-chloro-1H-pyrazol-5-yl)-4-methylbenzoic acid), CC=1NC(=C(N1)C)C=1C=C(C(=O)O)C=CC1C (3-(2,4-dimethyl-1H-imidazol-5-yl)-4-methylbenzoic acid), Cl.N1CC(C1)C1=CC=C(C#N)C=C1 (4-(azetidin-3-yl)benzonitrile hydrochloride), Cl.FC1(CCNCC1)C1=CC=C(C#N)C=C1 (4-(4-fluoropiperidin-4-yl)benzonitrile hydrochloride), Cl.FC1(CCNCC1)C1=CC=C(C#N)C=C1 (4-(4-fluoropiperidin-4-yl)benzonitrile hydrochloride). The product is ClC=1C=NNC1C=1C=C(C(=O)N2CCC(CC2)(F)C2=CC=C(C#N)C=C2)C=CC1C (4-(1-(3-(4-Chloro-1H-pyrazol-5-yl)-4-methylbenzoyl)-4-fluoropiperidin-4-yl)benzonitrile). RXN SMILES: [Cl:1][C:2]1[CH:3]=[N:4][NH:5][C:6]=1[C:7]1[CH:8]=[C:9]([CH:13]=[CH:14][C:15]=1[CH3:16])[C:10]([OH:12])=O.CC1NC(C2C=C(C=CC=2C)C(O)=O)=C(C)N=1.Cl.[F:35][C:36]1([C:42]2[CH:49]=[CH:48][C:45]([C:46]#[N:47])=[CH:44][CH:43]=2)[CH2:41][CH2:40][NH:39][CH2:38][CH2:37]1.Cl.N1CC(C2C=CC(C#N)=CC=2)C1>>[Cl:1][C:2]1[CH:3]=[N:4][NH:5][C:6]=1[C:7]1[CH:8]=[C:9]([CH:13]=[CH:14][C:15]=1[CH3:16])[C:10]([N:39]1[CH2:40][CH2:41][C:36]([C:42]2[CH:49]=[CH:48][C:45]([C:46]#[N:47])=[CH:44][CH:43]=2)([F:35])[CH2:37][CH2:38]1)=[O:12] |f:2.3,4.5|. Procedure details: The title compound was prepared using standard chemical manipulations and procedures similar to those used for preparation of compound 5, except 3-(4-chloro-1H-pyrazol-5-yl)-4-methylbenzoic acid (compound 51.3) was used in place of 3-(2,4-dimethyl-1H-imidazol-5-yl)-4-methylbenzoic acid (compound 5.7) and 4-(4-fluoropiperidin-4-yl)benzonitrile hydrochloride (compound 13.4) was used in place of 4-(azetidin-3-yl)benzonitrile hydrochloride (compound 5.2). m/z (ES+) 423 (M+H)+.